Dataset: the Open Reaction Database (ORD), a public repository of structured organic reaction records. Task: describe an organic reaction: reactants, conditions, products, and yield The reactants are NC=1C=NC2=CC(=CC=C2C1NCC(C)(O)C)Br (1-(3-amino-7-bromoquinolin-4-ylamino)-2-methylpropan-2-ol), C(C)OCC(=O)Cl (Ethoxyacetyl chloride). Run in ClCCl (dichloromethane). Conditions: time 8 hour. Product: BrC1=CC=C2C(=C(C=NC2=C1)NC(COCC)=O)NCC(C)(C)O (N-[7-bromo-4-(2-hydroxy-2-methylpropylamino)quinolin-3-yl]-2-ethoxyacetamide). RXN SMILES: [NH2:1][C:2]1[CH:3]=[N:4][C:5]2[C:10]([C:11]=1[NH:12][CH2:13][C:14]([CH3:17])([OH:16])[CH3:15])=[CH:9][CH:8]=[C:7]([Br:18])[CH:6]=2.[CH2:19]([O:21][CH2:22][C:23](Cl)=[O:24])[CH3:20]>ClCCl>[Br:18][C:7]1[CH:6]=[C:5]2[C:10]([C:11]([NH:12][CH2:13][C:14]([OH:16])([CH3:15])[CH3:17])=[C:2]([NH:1][C:23](=[O:24])[CH2:22][O:21][CH2:19][CH3:20])[CH:3]=[N:4]2)=[CH:9][CH:8]=1. Reported procedure: A solution of 1-(3-amino-7-bromoquinolin-4-ylamino)-2-methylpropan-2-ol (158.19 g, 0.510 mol) in dichloromethane (1.2 L) was cooled to 0° C. Ethoxyacetyl chloride (62.50 g, 0.510 mol) was added dropwise, and then the reaction was allowed to warm to ambient temperature and stirred overnight. A precipitate formed and was isolated by filtration to provide N-[7-bromo-4-(2-hydroxy-2-methylpropylamino)quinolin-3-yl]-2-ethoxyacetamide as a solid. Starting materials: CCO, Cc1ccccc1, O=C1c2ccccc2C(=O)N1CC(O)CNc1ccc(N2CCOCC2=O)cc1. Product: O=C1c2ccccc2C(=O)N1CC1CN(c2ccc(N3CCOCC3=O)cc2)C(=O)O1. RXN SMILES: [CH3:30][CH2:31][OH:32].[CH3:33][c:34]1[cH:35][cH:36][cH:37][cH:38][cH:39]1.[OH:1][CH:2]([CH2:3][N:4]1[C:5](=[O:14])[c:6]2[cH:7][cH:8][cH:9][cH:10][c:11]2[C:12]1=[O:13])[CH2:15][NH:16][c:17]1[cH:18][cH:19][c:20]([N:23]2[C:24](=[O:29])[CH2:25][O:26][CH2:27][CH2:28]2)[cH:21][cH:22]1>>[O:1]1[CH:2]([CH2:3][N:4]2[C:5](=[O:14])[c:6]3[cH:7][cH:8][cH:9][cH:10][c:11]3[C:12]2=[O:13])[CH2:15][N:16]([c:17]2[cH:18][cH:19][c:20]([N:23]3[C:24](=[O:29])[CH2:25][O:26][CH2:27][CH2:28]3)[cH:21][cH:22]2)[C:31]1=[O:32].